From a dataset of the Open Reaction Database (ORD), a public repository of structured organic reaction records. describe an organic reaction: reactants, conditions, products, and yield The reactants are [OH-].[K+] (Potassium hydroxide), CC(C)(C)C=1C=C(C=C(C1O)C(C)(C)C)CCC(=O)NN (3,5-bis(1,1-dimethylethyl)-4-hydroxybenzenepropanoic acid hydrazide), C(=S)=S (carbon disulfide), C1(=CC=C(C=C1)S(=O)(=O)O)C (p-Toluenesulfonic acid), IC (Iodomethane). Run in C1(=CC=CC=C1)C (toluene), CO (methanol), CCOCC (ether). Conditions: temperature 0 celsius, time 2 hour. Yields the product CC(C)(C)C1=C(C(=CC(=C1)CCC=1SC(=NN1)SC)C(C)(C)C)O (2,6-Bis(1,1-dimethylethyl)-4-[2-[5-(methylthio)-1,3,4-thiadiazol-2-yl]ethyl]phenol). As a reaction SMILES: [OH-].[K+].[CH3:3][C:4]([C:7]1[CH:8]=[C:9]([CH2:18][CH2:19][C:20]([NH:22][NH2:23])=O)[CH:10]=[C:11]([C:14]([CH3:17])([CH3:16])[CH3:15])[C:12]=1[OH:13])([CH3:6])[CH3:5].IC.C1(C)C=C[C:29]([S:32](O)(=O)=O)=CC=1.[C:37](=S)=[S:38]>CO.CCOCC.C1(C)C=CC=CC=1>[CH3:3][C:4]([C:7]1[CH:8]=[C:9]([CH2:18][CH2:19][C:20]2[S:38][C:37]([S:32][CH3:29])=[N:23][N:22]=2)[CH:10]=[C:11]([C:14]([CH3:17])([CH3:16])[CH3:15])[C:12]=1[OH:13])([CH3:6])[CH3:5] |f:0.1|. Procedure: Potassium hydroxide (0.22 g, 3.3 mM) is added to a 0° C. solution of 3,5-bis(1,1-dimethylethyl)-4-hydroxybenzenepropanoic acid hydrazide (1.0 g, 3.4 mM) and carbon disulfide (0.22 mL, 7.2 mM) in methanol (36 mL). The reaction mixture is stirred at 0° C. for 2 hours then at room temperature for 4 hours. Iodomethane (0.21 mL, 3.4 mM) is added and stirring is continued overnight. The reaction is diluted with ether and washed twice with water, once with a saturated solution of sodium bicarbonate, an... The reactants are FC=1C(=C(C=C(C1)F)O)[N+](=O)[O-] (3,5-difluoro-2-nitrophenol), FC=1C=C(C=C(C1[N+](=O)[O-])F)O (3,5-difluoro-4-nitrophenol), C(C=C)Br (allyl bromide), C([O-])([O-])=O.[K+].[K+] (potassium carbonate). Run in CC(=O)C (acetone). Yields the product C(C=C)OC1=C(C(=CC(=C1)F)F)[N+](=O)[O-] (1-(allyloxy)-3,5-difluoro-2-nitrobenzene). Reaction SMILES: [F:1][C:2]1[C:3]([N+:10]([O-:12])=[O:11])=[C:4]([OH:9])[CH:5]=[C:6]([F:8])[CH:7]=1.F[C:14]1[CH:15]=C(O)C=C(F)[C:19]=1[N+]([O-])=O.C(Br)C=C.C(=O)([O-])[O-].[K+].[K+]>CC(C)=O>[CH2:15]([O:9][C:4]1[CH:5]=[C:6]([F:8])[CH:7]=[C:2]([F:1])[C:3]=1[N+:10]([O-:12])=[O:11])[CH:14]=[CH2:19] |f:3.4.5|. Procedure: A solution of 3,5-difluoro-2-nitrophenol and 3,5-difluoro-4-nitrophenol (3.54 g, 20 mmol), allyl bromide (2.9 g, 24 mmol) and potassium carbonate (8.3 g, 60 mmol) in acetone (50 mL) was refluxed for 2 h. The progress of reaction was monitored by TLC. After completion, the reaction mixture was concentrated under reduced pressure at 25° C. The residue was diluted with water extracted with ether. The organic layer was washed with water, dried over anhydrous Na2SO4 and concentrated under reduced pre... Starting materials: CCOC(C)=O, Cl, CCCc1c(Cc2ccc(-c3ccccc3C#N)cc2)c(=O)n(C2CCC3(CC2)OCCO3)c2nc(C)nn12, C1CCOC1. Yields the product CCCc1c(Cc2ccc(-c3ccccc3C#N)cc2)c(=O)n(C2CCC(=O)CC2)c2nc(C)nn12. Reaction SMILES: [CH3:46][CH2:47][O:48][C:49](=[O:50])[CH3:51].[ClH:40].[O:1]1[CH2:3][CH2:2][O:4][C:5]12[CH2:6][CH2:7][CH:8]([n:11]1[c:12]3[n:13]([c:14]([CH2:33][CH2:34][CH3:35])[c:15]([CH2:18][c:19]4[cH:20][cH:21][c:22](-[c:25]5[c:26]([C:31]#[N:32])[cH:27][cH:28][cH:29][cH:30]5)[cH:23][cH:24]4)[c:16]1=[O:17])[n:36][c:37]([CH3:39])[n:38]3)[CH2:9][CH2:10]2.[O:41]1[CH2:42][CH2:43][CH2:44][CH2:45]1>>[O:4]=[C:5]1[CH2:6][CH2:7][CH:8]([n:11]2[c:12]3[n:13]([c:14]([CH2:33][CH2:34][CH3:35])[c:15]([CH2:18][c:19]4[cH:20][cH:21][c:22](-[c:25]5[c:26]([C:31]#[N:32])[cH:27][cH:28][cH:29][cH:30]5)[cH:23][cH:24]4)[c:16]2=[O:17])[n:36][c:37]([CH3:39])[n:38]3)[CH2:9][CH2:10]1. The reactants are solution, Cl (HCl), FC(C1=CC=C(C=C1)[C@]12CN(C[C@@H]2C1)CCCN1C(NC(C(=C1)N1N=C(C=2CCCCC12)C(F)(F)F)=O)=O)(F)F (1-(3-{(1S,5R)-1-[4-(trifluoromethyl)phenyl]-3-azabicyclo[3.1.0]hex-3-yl}propyl)-5-[3-(trifluoromethyl)-4,5,6,7-tetrahydro-1H-indazol-1-yl]-2,4(1H,3H)-pyrimidinedione). Solvent: C(C)OCC (Diethyl ether), C(C)OCC (Diethyl ether). Reaction conditions: time 3 minute. The product is Cl.Cl.FC(C1=CC=C(C=C1)[C@]12CN(C[C@@H]2C1)CCCN1C(NC(C(=C1)N1N=C(C=2CCCCC12)C(F)(F)F)=O)=O)(F)F (1-(3-{(1S,5R)-1-[4-(trifluoromethyl)phenyl]-3-azabicyclo[3.1.0]hex-3-yl}propyl)-5-[3-(trifluoromethyl)-4,5,6,7-tetrahydro-1H-indazol-1-yl]-2,4(1H,3H)-pyrimidinedione dihydrochloride). RXN SMILES: [F:1][C:2]([F:40])([F:39])[C:3]1[CH:8]=[CH:7][C:6]([C@:9]23[CH2:14][C@H:13]2[CH2:12][N:11]([CH2:15][CH2:16][CH2:17][N:18]2[CH:23]=[C:22]([N:24]4[C:32]5[CH2:31][CH2:30][CH2:29][CH2:28][C:27]=5[C:26]([C:33]([F:36])([F:35])[F:34])=[N:25]4)[C:21](=[O:37])[NH:20][C:19]2=[O:38])[CH2:10]3)=[CH:5][CH:4]=1.[ClH:41]>C(OCC)C>[ClH:41].[ClH:41].[F:40][C:2]([F:1])([F:39])[C:3]1[CH:8]=[CH:7][C:6]([C@:9]23[CH2:14][C@H:13]2[CH2:12][N:11]([CH2:15][CH2:16][CH2:17][N:18]2[CH:23]=[C:22]([N:24]4[C:32]5[CH2:31][CH2:30][CH2:29][CH2:28][C:27]=5[C:26]([C:33]([F:36])([F:35])[F:34])=[N:25]4)[C:21](=[O:37])[NH:20][C:19]2=[O:38])[CH2:10]3)=[CH:5][CH:4]=1 |f:3.4.5|. Procedure: 1-(3-{(1S,5R)-1-[4-(trifluoromethyl)phenyl]-3-azabicyclo[3.1.0]hex-3-yl}propyl)-5-[3-(trifluoromethyl)-4,5,6,7-tetrahydro-1H-indazol-1-yl]-2,4(1H,3H)-pyrimidinedione (E26, 9.4 mg, 0.014 mmol) was dissolved and sonicated in Diethyl ether (1 ml) to give a colorless solution. 1.0 M solution of HCl in Diethyl ether (0.035 ml, 0.035 mmol) was added at room temperature. After 3 min and the solvent evaporated in vacuo. Obtained 9.7 mg of the title compound as a white powder. The reactants are Cl (hydrochloric acid), CC1=CC=2N(C(=C1)C1=CN=C(O1)[Si](C(C)C)(C(C)C)C(C)C)N=CC2C(=O)N2[C@@H]1CO[C@H](C2)C1 ((5-methyl-7-(2-(triisopropylsilyl)-1,3-oxazol-5-yl)pyrazolo[1,5-a]pyridin-3-yl)((1S,4S)-2-oxa-5-azabicyclo[2.2.1]hept-5-yl)methanone), [Cl-].[NH4+] (ammonium chloride). Product: CC1=CC=2N(C(=C1)C1=CN=CO1)N=CC2C(=O)N2[C@@H]1CO[C@H](C2)C1 ((5-methyl-7-(1,3-oxazol-5-yl)pyrazolo[1,5-a]pyridin-3-yl)((1S,4S)-2-oxa-5-azabicyclo[2.2.1]hept-5-yl)methanone). Reaction SMILES: [CH3:1][C:2]1[CH:7]=[C:6]([C:8]2[O:12][C:11]([Si](C(C)C)(C(C)C)C(C)C)=[N:10][CH:9]=2)[N:5]2[N:23]=[CH:24][C:25]([C:26]([N:28]3[CH2:33][C@@H:32]4[CH2:34][C@H:29]3[CH2:30][O:31]4)=[O:27])=[C:4]2[CH:3]=1.Cl.[Cl-].[NH4+]>C1COCC1>[CH3:1][C:2]1[CH:7]=[C:6]([C:8]2[O:12][CH:11]=[N:10][CH:9]=2)[N:5]2[N:23]=[CH:24][C:25]([C:26]([N:28]3[CH2:33][C@@H:32]4[CH2:34][C@H:29]3[CH2:30][O:31]4)=[O:27])=[C:4]2[CH:3]=1 |f:2.3|. Solvent: C1CCOC1 (THF). Procedure details: A mixture of (1S,4S)-2-oxa-5-azabicyclo[2.2.1]heptan-5-yl(7-iodo-5-methylpyrazolo[1,5-a]pyridin-3-yl)methanone (300 mg), 5-(4,4,5,5-tetramethyl-1,3,2-dioxaborolan-2-yl)-2-(triisopropylsilyl)oxazole (330 mg), tetrakis(triphenylphosphine)palladium(0) (90 mg) and 3N aqueous potassium carbonate solution (0.522 mL) in DME (3 mL) was stirred with microwave irradiation at 120° C. for 30 min. The reaction mixture was diluted with saturated aqueous ammonium chloride solution, and extracted with ethyl ace... Run at time 30 minute. The reactants are BrC(Br)(Br)Br, C1CCOC1, COCCn1c(-c2ccc(C(C)C)cc2)nc2c(C(F)(F)F)c(CO)cc(OC)c21, c1ccc(P(c2ccccc2)c2ccccc2)cc1. The product is COCCn1c(-c2ccc(C(C)C)cc2)nc2c(C(F)(F)F)c(CBr)cc(OC)c21. As a reaction SMILES: [C:50]([Br:51])([Br:52])([Br:53])[Br:54].[CH2:55]1[O:56][CH2:57][CH2:58][CH2:59]1.[CH:1]([CH3:2])([CH3:3])[c:4]1[cH:5][cH:6][c:7](-[c:10]2[n:11][c:12]3[c:13]([n:14]2[CH2:15][CH2:16][O:17][CH3:18])[c:19]([O:29][CH3:30])[cH:20][c:21]([CH2:27][OH:28])[c:22]3[C:23]([F:24])([F:25])[F:26])[cH:8][cH:9]1.[c:31]1([P:32]([c:33]2[cH:34][cH:35][cH:36][cH:37][cH:38]2)[c:39]2[cH:40][cH:41][cH:42][cH:43][cH:44]2)[cH:45][cH:46][cH:47][cH:48][cH:49]1>>[CH:1]([CH3:2])([CH3:3])[c:4]1[cH:5][cH:6][c:7](-[c:10]2[n:11][c:12]3[c:13]([n:14]2[CH2:15][CH2:16][O:17][CH3:18])[c:19]([O:29][CH3:30])[cH:20][c:21]([CH2:27][Br:51])[c:22]3[C:23]([F:24])([F:25])[F:26])[cH:8][cH:9]1. Reactants: C(C)OC(COC1=C(C=C(C=C1)OCC1=CC=CC=C1)CCC1=CC=CC=C1)=O ((4-benzyloxy-2-phenethylphenoxy)acetic acid ethyl ester), [H][H] (hydrogen). The reagents and catalysts are [Pd] (Pd/C). Run in C(C)O (ethanol). Yields the product C(C)OC(COC1=C(C=C(C=C1)O)CCC1=CC=CC=C1)=O ((2-Phenethyl-4-hydroxyphenoxy)Acetic acid ethyl ester). As a reaction SMILES: [CH2:1]([O:3][C:4](=[O:29])[CH2:5][O:6][C:7]1[CH:12]=[CH:11][C:10]([O:13]CC2C=CC=CC=2)=[CH:9][C:8]=1[CH2:21][CH2:22][C:23]1[CH:28]=[CH:27][CH:26]=[CH:25][CH:24]=1)[CH3:2].[H][H]>C(O)C.[Pd]>[CH2:1]([O:3][C:4](=[O:29])[CH2:5][O:6][C:7]1[CH:12]=[CH:11][C:10]([OH:13])=[CH:9][C:8]=1[CH2:21][CH2:22][C:23]1[CH:28]=[CH:27][CH:26]=[CH:25][CH:24]=1)[CH3:2]. Procedure details: A solution of (4-benzyloxy-2-phenethylphenoxy)acetic acid ethyl ester (1.77 mmol) in ethanol (15 mL) was treated with 5% Pd/C (70 mg) and hydrogen (60 psi) at ambient temperature for 18 h. The mixture was filtered and concentrated in vacuo to give the desired product.